Task: describe an organic reaction: reactants, conditions, products, and yield. Dataset: the Open Reaction Database (ORD), a public repository of structured organic reaction records Reactants: C1(=CC=CC=C1)CCCN1[C@H](CN[C@@H](C1)C)C (trans-1-(3-phenylpropyl)-2,5-dimethylpiperazine), CC1=CC(=CO1)C(=O)Cl (5-methyl-3-furoyl chloride). Solvent: C1=CC=CC=C1 (benzene). Product: Cl.C1(=CC=CC=C1)CCCN1[C@H](CN([C@@H](C1)C)C(=O)C1=COC(=C1)C)C (trans-1-(3-Phenylpropyl)-2,5-dimethyl-4-(5-methyl-3-furoyl)piperazine hydrochloride). RXN SMILES: [C:1]1([CH2:7][CH2:8][CH2:9][N:10]2[CH2:15][C@@H:14]([CH3:16])[NH:13][CH2:12][C@@H:11]2[CH3:17])[CH:6]=[CH:5][CH:4]=[CH:3][CH:2]=1.[CH3:18][C:19]1[O:23][CH:22]=[C:21]([C:24]([Cl:26])=[O:25])[CH:20]=1>C1C=CC=CC=1>[ClH:26].[C:1]1([CH2:7][CH2:8][CH2:9][N:10]2[CH2:15][C@@H:14]([CH3:16])[N:13]([C:24]([C:21]3[CH:20]=[C:19]([CH3:18])[O:23][CH:22]=3)=[O:25])[CH2:12][C@@H:11]2[CH3:17])[CH:6]=[CH:5][CH:4]=[CH:3][CH:2]=1 |f:3.4|. Procedure: The compound was obtained by following the same process as in Example 2 from a mixture of trans-1-(3-phenylpropyl)-2,5-dimethylpiperazine, 5-methyl-3-furoyl chloride and benzene.